Dataset: the Open Reaction Database (ORD), a public repository of structured organic reaction records. Task: describe an organic reaction: reactants, conditions, products, and yield The reactants are [BH4-], COC(=O)c1cc2c(cn1)[nH]c1ccccc12, C1CCOC1, [Na+], O. Product: OCc1cc2c(cn1)[nH]c1ccccc12. As a reaction SMILES: [BH4-:23].[C:1](=[O:2])([O:3][CH3:4])[c:5]1[n:6][cH:7][c:8]2[nH:9][c:10]3[cH:11][cH:12][cH:13][cH:14][c:15]3[c:16]2[cH:17]1.[CH2:18]1[O:19][CH2:20][CH2:21][CH2:22]1.[Na+:24].[OH2:25]>>[CH2:1]([OH:2])[c:5]1[n:6][cH:7][c:8]2[nH:9][c:10]3[cH:11][cH:12][cH:13][cH:14][c:15]3[c:16]2[cH:17]1. Reactants: C(CCC)OC(C(NC(=O)OC(C)(C)C)OC(C)=O)=O (N-t-butyoxycarbonyl-2-acetoxyglycine n-butyl ester), C1(=CC=CC=C1)OC (anisole). Reagents/catalysts: B(F)(F)F.CCOCC (boron trifluoride etherate). Solvent: C(Cl)Cl (methylene chloride). Yields the product C(CCC)OC(C(NC(=O)OC(C)(C)C)C1=CC=C(C=C1)OC)=O (N-t-Butoxycarbonyl-2-(4-methoxyphenyl)glycine n-butyl ester). RXN SMILES: [CH2:1]([O:5][C:6](=[O:20])[CH:7](OC(=O)C)[NH:8][C:9]([O:11][C:12]([CH3:15])([CH3:14])[CH3:13])=[O:10])[CH2:2][CH2:3][CH3:4].[C:21]1([O:27][CH3:28])[CH:26]=[CH:25][CH:24]=[CH:23][CH:22]=1>B(F)(F)F.CCOCC.C(Cl)Cl>[CH2:1]([O:5][C:6](=[O:20])[CH:7]([C:24]1[CH:25]=[CH:26][C:21]([O:27][CH3:28])=[CH:22][CH:23]=1)[NH:8][C:9]([O:11][C:12]([CH3:13])([CH3:14])[CH3:15])=[O:10])[CH2:2][CH2:3][CH3:4] |f:2.3|. Procedure: A solution of 290 mg. (1 mmol.) of N-t-butyoxycarbonyl-2-acetoxyglycine n-butyl ester, 0.5 ml. of anisole and 3 drops of boron trifluoride etherate in 5 ml. of methylene chloride was stirred at 25° for 4 hours. The solvent was removed and the residue was chromatographed on silica gel and eluted with 1:1 chloroform-hexane to give the title compound. The reactants are C[S+](C)C, CC#N, CCOC(C)=O, CC1CC1CN(C)c1cc(C=O)cc(N(C)S(C)(=O)=O)n1, [I-], [K+], [OH-], O. Yields the product CC1CC1CN(C)c1cc(C2CO2)cc(N(C)S(C)(=O)=O)n1. As a reaction SMILES: [CH3:24][S+:25]([CH3:26])[CH3:27].[CH3:30][C:31]#[N:32].[CH3:33][CH2:34][O:35][C:36]([CH3:37])=[O:38].[CH:1](=[O:2])[c:3]1[cH:4][c:5]([N:16]([S:17](=[O:18])(=[O:19])[CH3:20])[CH3:21])[n:6][c:7]([N:9]([CH2:10][CH:11]2[CH:12]([CH3:14])[CH2:13]2)[CH3:15])[cH:8]1.[I-:23].[K+:29].[OH-:28].[OH2:22]>>[CH:1]1([c:3]2[cH:4][c:5]([N:16]([S:17](=[O:18])(=[O:19])[CH3:20])[CH3:21])[n:6][c:7]([N:9]([CH2:10][CH:11]3[CH:12]([CH3:14])[CH2:13]3)[CH3:15])[cH:8]2)[O:2][CH2:24]1.